Dataset: the Open Reaction Database (ORD), a public repository of structured organic reaction records. Task: describe an organic reaction: reactants, conditions, products, and yield Starting materials: C=CS(C)(=O)=O, Cc1nc2c(Cl)nc3ccccc3c2n1CC(C)(C)O, [H-], [Na+], C1CCOC1, O. Yields the product Cc1nc2c(Cl)nc3ccccc3c2n1CC(C)(C)OCCS(C)(=O)=O. RXN SMILES: [CH:23](=[CH2:24])[S:25](=[O:26])(=[O:27])[CH3:28].[Cl:3][c:4]1[n:5][c:6]2[cH:7][cH:8][cH:9][cH:10][c:11]2[c:12]2[c:13]1[n:14][c:15]([CH3:22])[n:16]2[CH2:17][C:18]([CH3:19])([OH:20])[CH3:21].[H-:1].[Na+:2].[O:30]1[CH2:31][CH2:32][CH2:33][CH2:34]1.[OH2:29]>>[Cl:3][c:4]1[n:5][c:6]2[cH:7][cH:8][cH:9][cH:10][c:11]2[c:12]2[c:13]1[n:14][c:15]([CH3:22])[n:16]2[CH2:17][C:18]([CH3:19])([O:20][CH2:24][CH2:23][S:25](=[O:26])(=[O:27])[CH3:28])[CH3:21]. The product is COC1=CC(=CC=2[C@H]([C@@H](OC21)C=2C=C(C(=C(C2)CN(CC2=CC=CC=C2)CCO)O)OC)C)\C=C\C (N-(5-(trans-2,3-dihydro-7-methoxy-3-methyl-5-(E)-propenyl-benzofuran-2-yl)-2-hydroxy-3-methoxy-phenylmethyl)-N-(2-hydroxyethyl)-N-benzylamine). Procedure: 20.0 g of trans-2,3-dihydro-2-(4-hydroxy-3-methoxyphenyl)-7-methoxy-3-methyl-5-(E)-propenylbenzofurane and 20.0 g of 3-benyl-1,3-oxazolidine are held in 200 ml of absolute ethanol for 48 hours at 70° C. and subsequently solvent and excess 3-benzyl-1,3-oxazolidine are removed, finally in vacuum. After purification by means of a chromatographic column there is obtained 17.2 g of N-(5-(trans-2,3-dihydro-7-methoxy-3-methyl-5-(E)-propenyl-benzofuran-2-yl)-2-hydroxy-3-methoxy-phenylmethyl)-N-(2-hydrox... Starting materials: OC1=C(C=C(C=C1)[C@@H]1OC2=C([C@H]1C)C=C(C=C2OC)\C=C\C)OC (trans-2,3-dihydro-2-(4-hydroxy-3-methoxyphenyl)-7-methoxy-3-methyl-5-(E)-propenylbenzofurane), C(C1=CC=CC=C1)N1COCC1 (3-benyl-1,3-oxazolidine). RXN SMILES: [OH:1][C:2]1[CH:7]=[CH:6][C:5]([C@H:8]2[C@H:12]([CH3:13])[C:11]3[CH:14]=[C:15](/[CH:20]=[CH:21]/[CH3:22])[CH:16]=[C:17]([O:18][CH3:19])[C:10]=3[O:9]2)=[CH:4][C:3]=1[O:23][CH3:24].[CH2:25]([N:32]1[CH2:36][CH2:35][O:34][CH2:33]1)[C:26]1[CH:31]=[CH:30][CH:29]=[CH:28][CH:27]=1>C(O)C>[CH3:19][O:18][C:17]1[C:10]2[O:9][C@@H:8]([C:5]3[CH:4]=[C:3]([O:23][CH3:24])[C:2]([OH:1])=[C:7]([CH2:33][N:32]([CH2:36][CH2:35][OH:34])[CH2:25][C:26]4[CH:27]=[CH:28][CH:29]=[CH:30][CH:31]=4)[CH:6]=3)[C@H:12]([CH3:13])[C:11]=2[CH:14]=[C:15](/[CH:20]=[CH:21]/[CH3:22])[CH:16]=1. Yield: 57.3%. Run in C(C)O (ethanol). The reactants are OO (Hydrogen peroxide), C(CCCCCCC)S (n-octanethiol), NC(=S)N (thiourea), Cl (hydrochloric acid). Solvent: C(C)O (ethanol), O (water), C(C)O (ethanol), C(C)OCC (diethyl ether). Conditions: time 2 hour. Yields the product Cl.C(CCCCCCC)SSC(N)=N (S-n-octylthioisothiourea hydrochloride). As a reaction SMILES: OO.[CH2:3]([SH:11])[CH2:4][CH2:5][CH2:6][CH2:7][CH2:8][CH2:9][CH3:10].[NH2:12][C:13]([NH2:15])=[S:14].[ClH:16]>C(O)C.C(OCC)C.O>[ClH:16].[CH2:3]([S:11][S:14][C:13](=[NH:12])[NH2:15])[CH2:4][CH2:5][CH2:6][CH2:7][CH2:8][CH2:9][CH3:10] |f:7.8|. Procedure details: Hydrogen peroxide (30% aqueous, 28.0 g) was added dropwise over 45 minutes to a stirred mixture of n-octanethiol (32.27 g, 0.221 mole), thiourea (20.1 g, 0.264 mole), concentrated hydrochloric acid (35 ml), water (35 ml) and ethanol (500 ml) maintained at 0°-10° C. After the addition was complete the reaction mixture was stirred at room temperature for 2 hours during which time a thick white precipitate formed. The mixture was filtered and the filtrate evaporated giving a solid residue. This was...